This data is from the Open Reaction Database (ORD), a public repository of structured organic reaction records. The task is: describe an organic reaction: reactants, conditions, products, and yield The reactants are C(C)(C)(C)OC(=O)N1[C@H]([C@@H](OC[C@@H]1[C@H]([C@@H](CC1=CC(=CC=C1)OCC1=CC=CC=C1)N(CC1=CC=CC=C1)CC1=CC=CC=C1)OCC1=CC=CC=C1)OCC(C)(C)C)C (5-(R)-[1-(S)-benzyloxy-3-(3-benzyloxyphenyl)-2-(R)-dibenzylaminopropyl]-2-(R)-(2,2-dimethylpropoxy)-3-(S)-methylmorpholine-4-carboxylic acid tert-butyl ester), [H][H] (hydrogen). The reagents and catalysts are [OH-].[OH-].[Pd+2] (palladium hydroxide on carbon). Solvent: C(C)(C)(C)O (tert-butanol). Yields the product C(C)(C)(C)OC(=O)N1[C@H]([C@@H](OC[C@@H]1[C@H]([C@H](CC1=CC(=CC=C1)O)N)O)OCC(C)(C)C)C (5-(R)-[2-(S)-Amino-1-(S)-hydroxy-3-(3-hydroxyphenyl)-propyl]-2-(R)-(2,2-dimethylpropoxy)-3-(S)-methylmorpholine-4-carboxylic acid tert-butyl ester). Yield: 104.2%. RXN SMILES: [C:1]([O:5][C:6]([N:8]1[C@@H:13]([C@@H:14]([O:46]CC2C=CC=CC=2)[C@H:15]([N:31](CC2C=CC=CC=2)CC2C=CC=CC=2)[CH2:16][C:17]2[CH:22]=[CH:21][CH:20]=[C:19]([O:23]CC3C=CC=CC=3)[CH:18]=2)[CH2:12][O:11][C@@H:10]([O:54][CH2:55][C:56]([CH3:59])([CH3:58])[CH3:57])[C@@H:9]1[CH3:60])=[O:7])([CH3:4])([CH3:3])[CH3:2].[H][H]>C(O)(C)(C)C.[OH-].[OH-].[Pd+2]>[C:1]([O:5][C:6]([N:8]1[C@@H:13]([C@@H:14]([OH:46])[C@@H:15]([NH2:31])[CH2:16][C:17]2[CH:22]=[CH:21][CH:20]=[C:19]([OH:23])[CH:18]=2)[CH2:12][O:11][C@@H:10]([O:54][CH2:55][C:56]([CH3:59])([CH3:58])[CH3:57])[C@@H:9]1[CH3:60])=[O:7])([CH3:2])([CH3:4])[CH3:3] |f:3.4.5|. Procedure: Dissolve 5-(R)-[1-(S)-benzyloxy-3-(3-benzyloxyphenyl)-2-(R)-dibenzylaminopropyl]-2-(R)-(2,2-dimethylpropoxy)-3-(S)-methylmorpholine-4-carboxylic acid tert-butyl ester (1.38 g, 1.70 mmol) in tert-butanol (˜50 mL). Add 20% palladium hydroxide on carbon (4 g) and hydrogenate at 50 psi hydrogen gas at 40° C. for 18 hours. Filter and concentrate to give the desired compound (802 mg). Reactants: Cc1cc(C#N)cnc1N1CCN(C(=O)c2ccc(Br)cc2F)CC1, O=C1NCCO1. Product: Cc1cc(C#N)cnc1N1CCN(C(=O)c2ccc(N3CCOC3=O)cc2F)CC1. RXN SMILES: [Br:1][c:2]1[cH:3][c:4]([F:25])[c:5]([C:6](=[O:7])[N:8]2[CH2:9][CH2:10][N:11]([c:14]3[n:15][cH:16][c:17]([C:18]#[N:19])[cH:20][c:21]3[CH3:22])[CH2:12][CH2:13]2)[cH:23][cH:24]1.[O:26]1[C:27](=[O:31])[NH:28][CH2:29][CH2:30]1>>[c:2]1([N:28]2[C:27](=[O:31])[O:26][CH2:30][CH2:29]2)[cH:3][c:4]([F:25])[c:5]([C:6](=[O:7])[N:8]2[CH2:9][CH2:10][N:11]([c:14]3[n:15][cH:16][c:17]([C:18]#[N:19])[cH:20][c:21]3[CH3:22])[CH2:12][CH2:13]2)[cH:23][cH:24]1. Reactants: O=C(CCCBr)Nc1ccc(O)cc1, C1CCOC1. Product: Oc1ccc(NCCCCBr)cc1. RXN SMILES: [Br:1][CH2:2][CH2:3][CH2:4][C:5](=[O:6])[NH:7][c:8]1[cH:9][cH:10][c:11]([OH:14])[cH:12][cH:13]1.[CH2:15]1[O:16][CH2:17][CH2:18][CH2:19]1>>[Br:1][CH2:2][CH2:3][CH2:4][CH2:5][NH:7][c:8]1[cH:9][cH:10][c:11]([OH:14])[cH:12][cH:13]1. Starting materials: [BH4-], CCO, CO, Cc1cccc2scc(C=C3C(=O)N=C4C=CC=CN34)c12, [Na+]. Product: Cc1cccc2scc(CC3C(=O)N=C4C=CC=CN43)c12. RXN SMILES: [BH4-:1].[CH3:24][CH2:25][OH:26].[CH3:27][OH:28].[CH3:3][c:4]1[cH:5][cH:6][cH:7][c:8]2[s:9][cH:10][c:11]([CH:13]=[C:14]3[C:15](=[O:23])[N:16]=[C:17]4[N:18]3[CH:19]=[CH:20][CH:21]=[CH:22]4)[c:12]12.[Na+:2]>>[CH3:3][c:4]1[cH:5][cH:6][cH:7][c:8]2[s:9][cH:10][c:11]([CH2:13][CH:14]3[C:15](=[O:23])[N:16]=[C:17]4[N:18]3[CH:19]=[CH:20][CH:21]=[CH:22]4)[c:12]12.